The task is: describe an organic reaction: reactants, conditions, products, and yield. This data is from the Open Reaction Database (ORD), a public repository of structured organic reaction records. Starting materials: Cc1nc[nH]c1CSCCN, CSC(SC)=C(C#N)C#N, CCO. Product: CSC(NCCSCc1[nH]cnc1C)=C(C#N)C#N. RXN SMILES: [CH3:11][c:12]1[n:13][cH:14][nH:15][c:16]1[CH2:17][S:18][CH2:19][CH2:20][NH2:21].[CH3:1][S:2][C:3]([S:4][CH3:5])=[C:6]([C:7]#[N:8])[C:9]#[N:10].[CH3:22][CH2:23][OH:24]>>[C:3]([S:4][CH3:5])(=[C:6]([C:7]#[N:8])[C:9]#[N:10])[NH:21][CH2:20][CH2:19][S:18][CH2:17][c:16]1[c:12]([CH3:11])[n:13][cH:14][nH:15]1. Starting materials: BrB(Br)Br, CO, ClCCl, COc1c(F)cccc1-c1ccc(C)c([N+](=O)[O-])c1. Product: Cc1ccc(-c2cccc(F)c2O)cc1[N+](=O)[O-]. RXN SMILES: [B:23]([Br:24])([Br:25])[Br:26].[CH3:27][OH:28].[Cl:20][CH2:21][Cl:22].[F:1][c:2]1[c:3]([O:18][CH3:19])[c:4](-[c:8]2[cH:9][c:10]([N+:15](=[O:16])[O-:17])[c:11]([CH3:14])[cH:12][cH:13]2)[cH:5][cH:6][cH:7]1>>[F:1][c:2]1[c:3]([OH:18])[c:4](-[c:8]2[cH:9][c:10]([N+:15](=[O:16])[O-:17])[c:11]([CH3:14])[cH:12][cH:13]2)[cH:5][cH:6][cH:7]1. Reactants: FC(C1=CC=C(C=C1)C1=NC2=CC=CC=C2C(=N1)C(=O)O)(F)F (2-(4-(trifluoromethyl)phenyl)quinazoline-4-carboxylic acid), Cl.COC1=C2CCNCC2=CC=C1OC (5,6-dimethoxy-1,2,3,4-tetrahydroisoquinoline hydrochloride). Yields the product FC(C1=CC=C(C=C1)C1=NC2=CC=CC=C2C(=N1)C(=O)N1CC2=CC=C(C(=C2CC1)OC)OC)(F)F (2-[[2-(4-(trifluoromethyl)phenyl)quinazolin-4-yl]carbonyl]-5,6-dimethoxy-1,2,3,4-tetrahydroisoquinoline). Yield: 13.0%. As a reaction SMILES: [F:1][C:2]([F:23])([F:22])[C:3]1[CH:8]=[CH:7][C:6]([C:9]2[N:18]=[C:17]([C:19]([OH:21])=O)[C:16]3[C:11](=[CH:12][CH:13]=[CH:14][CH:15]=3)[N:10]=2)=[CH:5][CH:4]=1.Cl.[CH3:25][O:26][C:27]1[C:36]([O:37][CH3:38])=[CH:35][CH:34]=[C:33]2[C:28]=1[CH2:29][CH2:30][NH:31][CH2:32]2>>[F:23][C:2]([F:1])([F:22])[C:3]1[CH:4]=[CH:5][C:6]([C:9]2[N:18]=[C:17]([C:19]([N:31]3[CH2:30][CH2:29][C:28]4[C:33](=[CH:34][CH:35]=[C:36]([O:37][CH3:38])[C:27]=4[O:26][CH3:25])[CH2:32]3)=[O:21])[C:16]3[C:11](=[CH:12][CH:13]=[CH:14][CH:15]=3)[N:10]=2)=[CH:7][CH:8]=1 |f:1.2|. Reported procedure: Reaction of 2-(4-(trifluoromethyl)phenyl)quinazoline-4-carboxylic acid with 5,6-dimethoxy-1,2,3,4-tetrahydroisoquinoline hydrochloride gave compound 39 (13% yield) as a white solid. 1H NMR (300 MHz, DMSO-d6) δ 2.72 and 2.99 (2t, 2H), 3.50 and 4.04 (2t, 2H), 3.68-3.82 (4s, 6H), 4.43 and 4.94 (2s, 2H), 6.62 and 7.01 (2d, 1H), 6.81 and 7.08 (2d, 1H), 7.82-7.85 (m, 1H), 7.93-8.04 (m, 3H), 8.12-8.24 (m, 2H), 8.70-8.76 (m, 2H); MS (ESI) m/z 494 ([M+H]+). Starting materials: Brc1cccc(Br)n1, CC(=O)Nc1ccc(O)cc1, CS(C)=O, CO, [Na]. Yields the product CC(=O)Nc1ccc(Oc2cccc(Br)n2)cc1. RXN SMILES: [Br:15][c:16]1[n:17][c:18]([Br:22])[cH:19][cH:20][cH:21]1.[C:4]([CH3:5])(=[O:6])[NH:7][c:8]1[cH:9][cH:10][c:11]([OH:14])[cH:12][cH:13]1.[CH3:23][S:24]([CH3:25])=[O:26].[CH3:2][OH:3].[Na:1]>>[C:4]([CH3:5])(=[O:6])[NH:7][c:8]1[cH:9][cH:10][c:11]([O:14][c:18]2[n:17][c:16]([Br:15])[cH:21][cH:20][cH:19]2)[cH:12][cH:13]1.